This data is from the Open Reaction Database (ORD), a public repository of structured organic reaction records. The task is: describe an organic reaction: reactants, conditions, products, and yield Starting materials: O=C([O-])[O-], Cc1ccccc1, Clc1cc(Cl)ncn1, OB(O)c1ccc(Cl)cc1, [Na+], [Na+], O, c1ccc(P(c2ccccc2)(c2ccccc2)[Pd](P(c2ccccc2)(c2ccccc2)c2ccccc2)(P(c2ccccc2)(c2ccccc2)c2ccccc2)P(c2ccccc2)(c2ccccc2)c2ccccc2)cc1. Yields the product Clc1ccc(-c2cc(Cl)ncn2)cc1. RXN SMILES: [C:19](=[O:20])([O-:21])[O-:22].[CH3:26][c:27]1[cH:28][cH:29][cH:30][cH:31][cH:32]1.[Cl:1][c:2]1[n:3][cH:4][n:5][c:6]([Cl:8])[cH:7]1.[Cl:9][c:10]1[cH:11][cH:12][c:13]([B:16]([OH:17])[OH:18])[cH:14][cH:15]1.[Na+:23].[Na+:24].[OH2:25].[cH:33]1[cH:34][cH:35][c:36]([P:37]([Pd:38]([P:39]([c:40]2[cH:41][cH:42][cH:43][cH:44][cH:45]2)([c:46]2[cH:47][cH:48][cH:49][cH:50][cH:51]2)[c:52]2[cH:53][cH:54][cH:55][cH:56][cH:57]2)([P:58]([c:59]2[cH:60][cH:61][cH:62][cH:63][cH:64]2)([c:65]2[cH:66][cH:67][cH:68][cH:69][cH:70]2)[c:71]2[cH:72][cH:73][cH:74][cH:75][cH:76]2)[P:77]([c:78]2[cH:79][cH:80][cH:81][cH:82][cH:83]2)([c:84]2[cH:85][cH:86][cH:87][cH:88][cH:89]2)[c:90]2[cH:91][cH:92][cH:93][cH:94][cH:95]2)([c:96]2[cH:97][cH:98][cH:99][cH:100][cH:101]2)[c:102]2[cH:103][cH:104][cH:105][cH:106][cH:107]2)[cH:108][cH:109]1>>[c:2]1(-[c:13]2[cH:12][cH:11][c:10]([Cl:9])[cH:15][cH:14]2)[n:3][cH:4][n:5][c:6]([Cl:8])[cH:7]1. Reactants: [I-].[K+] (Potassium iodide), BrC(C1=CC=CC=C1)C1=CC=CC=C1 ((bromomethylene)dibenzene), C([O-])([O-])=O.[Na+].[Na+] (sodium carbonate), C1(CCCCC1)C(C(=O)N[C@H]1CC[C@H]2CNC[C@H]21)C2CCCCC2 (2,2-dicyclohexyl-N-[(3aS,4S,6aR)-octahydrocyclopenta[c]pyrrol-4-yl]acetamide). Run in C(C)C(=O)C (methyl ethyl ketone). Run at temperature 90 celsius. Yields the product C(C1=CC=CC=C1)(C1=CC=CC=C1)N1C[C@H]2[C@@H](C1)[C@H](CC2)NC(C(C2CCCCC2)C2CCCCC2)=O (N-[(3aS,4S,6aR)-2-benzhydryloctahydrocyclopenta[c]pyrrol-4-yl]-2,2-dicyclohexylacetamide). RXN SMILES: [I-].[K+].C(=O)([O-])[O-].[Na+].[Na+].[CH:9]1([CH:15]([CH:27]2[CH2:32][CH2:31][CH2:30][CH2:29][CH2:28]2)[C:16]([NH:18][C@@H:19]2[C@H:26]3[C@H:22]([CH2:23][NH:24][CH2:25]3)[CH2:21][CH2:20]2)=[O:17])[CH2:14][CH2:13][CH2:12][CH2:11][CH2:10]1.Br[CH:34]([C:41]1[CH:46]=[CH:45][CH:44]=[CH:43][CH:42]=1)[C:35]1[CH:40]=[CH:39][CH:38]=[CH:37][CH:36]=1>C(C(C)=O)C>[CH:34]([N:24]1[CH2:25][C@H:26]2[C@@H:19]([NH:18][C:16](=[O:17])[CH:15]([CH:9]3[CH2:10][CH2:11][CH2:12][CH2:13][CH2:14]3)[CH:27]3[CH2:32][CH2:31][CH2:30][CH2:29][CH2:28]3)[CH2:20][CH2:21][C@H:22]2[CH2:23]1)([C:35]1[CH:40]=[CH:39][CH:38]=[CH:37][CH:36]=1)[C:41]1[CH:46]=[CH:45][CH:44]=[CH:43][CH:42]=1 |f:0.1,2.3.4|. Reported procedure: Potassium iodide (12.48 mg, 0.075 mmol) and sodium carbonate (80 mg, 0.752 mmol) were combined with methyl ethyl ketone (5 mL) and then 2,2-dicyclohexyl-N-[(3aS,4S,6aR)-octahydrocyclopenta[c]pyrrol-4-yl]acetamide (200 mg, 0.601 mmol) from Example 53 was added followed by the addition of (bromomethylene)dibenzene (124 mg, 0.501 mmol). The reaction was heated overnight at 90° C. The reaction mixture was concentrated with a stream of nitrogen and then purified by silica gel chromatography eluting w... The reactants are CCN(C(C)C)C(C)C, ClCCl, NCc1cccc(C(F)(F)F)c1, O=C(O)CN1CCC(c2ccccc2)(c2ccccc2)C1=O. Yields the product O=C(CN1CCC(c2ccccc2)(c2ccccc2)C1=O)NCc1cccc(C(F)(F)F)c1. RXN SMILES: [CH:23]([N:24]([CH:25]([CH3:26])[CH3:27])[CH2:28][CH3:29])([CH3:30])[CH3:31].[Cl:44][CH2:45][Cl:46].[F:32][C:33]([c:34]1[cH:35][c:36]([CH2:40][NH2:41])[cH:37][cH:38][cH:39]1)([F:42])[F:43].[O:1]=[C:2]1[N:3]([CH2:19][C:20](=[O:21])[OH:22])[CH2:4][CH2:5][C:6]1([c:7]1[cH:8][cH:9][cH:10][cH:11][cH:12]1)[c:13]1[cH:14][cH:15][cH:16][cH:17][cH:18]1>>[O:1]=[C:2]1[N:3]([CH2:19][C:20](=[O:21])[NH:41][CH2:40][c:36]2[cH:35][c:34]([C:33]([F:32])([F:42])[F:43])[cH:39][cH:38][cH:37]2)[CH2:4][CH2:5][C:6]1([c:7]1[cH:8][cH:9][cH:10][cH:11][cH:12]1)[c:13]1[cH:14][cH:15][cH:16][cH:17][cH:18]1. Starting materials: Cl, NC1C2CC3CC1CN(C3)C2, O=C(O)c1ccc2ncsc2c1. Product: Cl, O=C(NC1C2CC3CC1CN(C3)C2)c1ccc2ncsc2c1. Reaction SMILES: [ClH:1].[N:2]12[CH2:3][CH:4]3[CH:5]([NH2:12])[CH:6]([CH2:7][CH:8]([CH2:9]1)[CH2:10]3)[CH2:11]2.[s:13]1[cH:14][n:15][c:16]2[c:17]1[cH:18][c:19]([C:22](=[O:23])[OH:24])[cH:20][cH:21]2>>[ClH:1].[N:2]12[CH2:3][CH:4]3[CH:5]([NH:12][C:22]([c:19]4[cH:18][c:17]5[s:13][cH:14][n:15][c:16]5[cH:21][cH:20]4)=[O:23])[CH:6]([CH2:7][CH:8]([CH2:9]1)[CH2:10]3)[CH2:11]2. Reactants: ClC1=CC=C(C=C1)C1N=C(N(C1C1=CC=C(C=C1)Cl)C(=O)N1CCNCC1)C1=C(C=C(C=C1)OC)OC(C)C ([4,5-bis-(4-chloro-phenyl)-2-(2-isopropoxy-4-methoxy-phenyl)-4,5-dihydro-imidazol-1-yl]piperazin-1-yl-methanone), ClCC(C)=O (chloroacetone). Solvent: C(C)N(CC)CC (triethylamine). Product: ClC1=CC=C(C=C1)C1N=C(N(C1C1=CC=C(C=C1)Cl)C(=O)N1CCN(CC1)CC(C)=O)C1=C(C=C(C=C1)OC)OC(C)C (1-{4-[4,5-Bis-(4-chloro-phenyl)-2-(2-isopropoxy-4-methoxy-phenyl)-4,5-dihydro-imidazole-1-carbonyl]-piperazin-1-yl}-propan-2-one). RXN SMILES: [Cl:1][C:2]1[CH:7]=[CH:6][C:5]([CH:8]2[CH:12]([C:13]3[CH:18]=[CH:17][C:16]([Cl:19])=[CH:15][CH:14]=3)[N:11]([C:20]([N:22]3[CH2:27][CH2:26][NH:25][CH2:24][CH2:23]3)=[O:21])[C:10]([C:28]3[CH:33]=[CH:32][C:31]([O:34][CH3:35])=[CH:30][C:29]=3[O:36][CH:37]([CH3:39])[CH3:38])=[N:9]2)=[CH:4][CH:3]=1.Cl[CH2:41][C:42](=[O:44])[CH3:43]>C(N(CC)CC)C>[Cl:1][C:2]1[CH:7]=[CH:6][C:5]([CH:8]2[CH:12]([C:13]3[CH:18]=[CH:17][C:16]([Cl:19])=[CH:15][CH:14]=3)[N:11]([C:20]([N:22]3[CH2:23][CH2:24][N:25]([CH2:41][C:42](=[O:44])[CH3:43])[CH2:26][CH2:27]3)=[O:21])[C:10]([C:28]3[CH:33]=[CH:32][C:31]([O:34][CH3:35])=[CH:30][C:29]=3[O:36][CH:37]([CH3:39])[CH3:38])=[N:9]2)=[CH:4][CH:3]=1. Reported procedure: The compound was prepared by the treatment of [4,5-bis-(4-chloro-phenyl)-2-(2-isopropoxy-4-methoxy-phenyl)-4,5-dihydro-imidazol-1-yl]piperazin-1-yl-methanone (example 10 g) with chloroacetone and triethylamine at 40° C. overnight. HR-MS (ES, m/z) calculated for C33H36N4O4Cl2[(M+H)+]623.2187, observed 623.2194.